Dataset: the Open Reaction Database (ORD), a public repository of structured organic reaction records. Task: describe an organic reaction: reactants, conditions, products, and yield The reactants are CN1N=CC(=C1)B1OC(C(O1)(C)C)(C)C (1-Methyl-4-(4,4,5,5-tetramethyl-1,3,2-dioxaborolan-2-yl)-1H-pyrazole), C(=O)([O-])[O-].[Na+].[Na+] (Na2CO3), BrC=1C=CC(=C(C(=O)NC2=CN=NC=C2)C1)OCC1=CC=CC=C1 (5-Bromo-2-[(phenylmethyl)oxy]-N-4-pyridazinylbenzamide), CS(=O)C.CO (dimethyl sulfoxide methanol). The reagents and catalysts are C=1C=CC(=CC1)[P](C=2C=CC=CC2)(C=3C=CC=CC3)[Pd]([P](C=4C=CC=CC4)(C=5C=CC=CC5)C=6C=CC=CC6)([P](C=7C=CC=CC7)(C=8C=CC=CC8)C=9C=CC=CC9)[P](C=1C=CC=CC1)(C=1C=CC=CC1)C=1C=CC=CC1 (tetrakis(triphenylphosphine)palladium(0)). Solvent: COCCOC (1,2-dimethoxyethane). Run at temperature 140 celsius. Yields the product CN1N=CC(=C1)C=1C=CC(=C(C(=O)NC2=CN=NC=C2)C1)OCC1=CC=CC=C1 (5-(1-Methyl-1H-pyrazol-4-yl)-2-[(phenylmethyl)oxy]-N-4-pyridazinylbenzamide). RXN SMILES: [CH3:1][N:2]1[CH:6]=[C:5](B2OC(C)(C)C(C)(C)O2)[CH:4]=[N:3]1.C([O-])([O-])=O.[Na+].[Na+].Br[C:23]1[CH:24]=[CH:25][C:26]([O:38][CH2:39][C:40]2[CH:45]=[CH:44][CH:43]=[CH:42][CH:41]=2)=[C:27]([CH:37]=1)[C:28]([NH:30][C:31]1[CH:36]=[CH:35][N:34]=[N:33][CH:32]=1)=[O:29].CS(C)=O.CO>COCCOC.C1C=CC([P]([Pd]([P](C2C=CC=CC=2)(C2C=CC=CC=2)C2C=CC=CC=2)([P](C2C=CC=CC=2)(C2C=CC=CC=2)C2C=CC=CC=2)[P](C2C=CC=CC=2)(C2C=CC=CC=2)C2C=CC=CC=2)(C2C=CC=CC=2)C2C=CC=CC=2)=CC=1>[CH3:1][N:2]1[CH:6]=[C:5]([C:23]2[CH:24]=[CH:25][C:26]([O:38][CH2:39][C:40]3[CH:45]=[CH:44][CH:43]=[CH:42][CH:41]=3)=[C:27]([CH:37]=2)[C:28]([NH:30][C:31]2[CH:36]=[CH:35][N:34]=[N:33][CH:32]=2)=[O:29])[CH:4]=[N:3]1 |f:1.2.3,5.6,^1:61,63,82,101|. Procedure: 1-Methyl-4-(4,4,5,5-tetramethyl-1,3,2-dioxaborolan-2-yl)-1H-pyrazole (56.9 mg, 0.273 mmol), 1M Na2CO3 (0.52 ml, 0.52 mmol) and tetrakis(triphenylphosphine)palladium(0) (18 mg, 6 mol %) were added to a solution of 5-bromo-2-[(phenylmethyl)oxy]-N-4-pyridazinylbenzamide (may be prepared as described in Example 6; 100 mg, 0.26 mmol) in 1,2-dimethoxyethane (3 ml). The solution was heated at 140° C. in microwave for 35 minutes. The solvent was removed in vacuo to give a residue. Trituration with 1:1 d... The reactants are COC=1C=C(CCN)C=CC1 (3-methoxyphenethylamine), S1C(=CC=C1)C(=O)O (2-thiophenecarboxylic acid), O.ON1N=NC2=C1C=CC=C2 (1-hydroxybenzotriazole hydrate), Cl.C(C)N(CCCN=C=NCC)CC (1-(3-diethylaminopropyl)-3-ethylcarbodiimide hydrochloride). Run in C(Cl)Cl (CH2Cl2). Conditions: temperature 0 celsius, time 1 hour. Product: COC=1C=C(C=CC1)CCNC(=O)C=1SC=CC1 (Thiophene-2-carboxylic acid [2-(3-methoxyphenyl)ethyl]amide). Isolated yield 107.6%. RXN SMILES: [CH3:1][O:2][C:3]1[CH:4]=[C:5]([CH:9]=[CH:10][CH:11]=1)[CH2:6][CH2:7][NH2:8].[S:12]1[CH:16]=[CH:15][CH:14]=[C:13]1[C:17](O)=[O:18].O.ON1C2C=CC=CC=2N=N1.Cl.C(N(CC)CCCN=C=NCC)C>C(Cl)Cl>[CH3:1][O:2][C:3]1[CH:4]=[C:5]([CH2:6][CH2:7][NH:8][C:17]([C:13]2[S:12][CH:16]=[CH:15][CH:14]=2)=[O:18])[CH:9]=[CH:10][CH:11]=1 |f:2.3,4.5|. Reported procedure: A mixture of 3-methoxyphenethylamine (1.000 g, 6.61 mmol), 2-thiophenecarboxylic acid (0.847 g, 6.61 mmol), 1-hydroxybenzotriazole hydrate (1.340 g, 9.92 mmol), and 1-(3-diethylaminopropyl)-3-ethylcarbodiimide hydrochloride (1.330 g, 6.94 mmol) in anhydrous CH2Cl2 (20 ml) was stirred at 0° C. under N2 for 1 hr, then warmed to rt and stirred at rt for 18 hr. The reaction mixture was washed with 1M NaOH (10 ml) followed by 1M HCl (10 ml), dried over MgSO4, and concentrated in vacuo to give 1.859 g...